From a dataset of the Open Reaction Database (ORD), a public repository of structured organic reaction records. describe an organic reaction: reactants, conditions, products, and yield Starting materials: [OH-].[Na+] (sodium hydroxide), Cl.NCCCCC1=CC=C(C=C1)OC (1-(4-Aminobutyl)-4-methoxybenzene hydrochloride), S(=O)(=O)(C1=CC=C(C)C=C1)NN=CC(Cl)Cl (2,2-dichloroacetaldehyde tosylhydrazone), C(O)([O-])=O.[Na+] (sodium hydrogen carbonate). The solvent is C1(=CC=CC=C1)C (Toluene), O (water), CO (methanol), CO (methanol), C1(=CC=CC=C1)C (toluene). Run at time 3 hour. Yields the product Cl.COC1=CC=C(C=C1)CCCCN1N=NC=C1 (1-[4-(4-methoxyphenyl)butan-1-yl]-1H-1,2,3-triazole hydrochloride). Isolated yield 64.9%. As a reaction SMILES: Cl.[NH2:2][CH2:3][CH2:4][CH2:5][CH2:6][C:7]1[CH:12]=[CH:11][C:10]([O:13][CH3:14])=[CH:9][CH:8]=1.[OH-].[Na+].S([NH:27][N:28]=[CH:29][CH:30](Cl)[Cl:31])(C1C=CC(C)=CC=1)(=O)=O.C(=O)([O-])O.[Na+]>O.CO.C1(C)C=CC=CC=1>[ClH:31].[CH3:14][O:13][C:10]1[CH:9]=[CH:8][C:7]([CH2:6][CH2:5][CH2:4][CH2:3][N:2]2[CH:30]=[CH:29][N:28]=[N:27]2)=[CH:12][CH:11]=1 |f:0.1,2.3,5.6,10.11|. Reported procedure: 1-(4-Aminobutyl)-4-methoxybenzene hydrochloride (2.0 g, 9.27 mmol) was dissolved in water (10 ml). Toluene (20 ml) and 2N-sodium hydroxide (10 ml) were added and the mixture was partitioned. The mixture was washed 20% brine (10 ml) twice, dried over anhydrous sodium sulfate and concentrated under reduced pressure. Methanol (5 ml) was added and the mixture was concentrated under reduced pressure. The residue was dissolved in methanol (10 ml). This methanol solution was added dropwise to a slurry ... Starting materials: C(=O)O (formic acid), OS(=O)(=O)[O-].[K+] (KHSO4), ClC=1C=C2C(=NC1C1=CC=C(C=C1)C=1C=NC(=CC1)N1N=CC=C1)N=C(N2COCC[Si](C)(C)C)O[C@@H]2CO[C@H]1[C@@H]2OC[C@H]1O ((3R,3aR,6R,6aR)-6-[6-chloro-5-[4-(6-pyrazol-1-yl-3-pyridyl)phenyl]-1-(2-trimethylsilylethoxymethyl)imidazo[4,5-b]pyridin-2-yl]oxy-2,3,3a,5,6,6a-hexahydro-furo[3,2-b]furan-3-ol), [OH-].[Na+] (NaOH). Solvent: O (water), C1CCOC1 (THF). Run at temperature 60 celsius, time 8 hour. Product: ClC=1C=C2C(=NC1C1=CC=C(C=C1)C=1C=NC(=CC1)N1N=CC=C1)N=C(N2)O[C@@H]2CO[C@H]1[C@@H]2OC[C@H]1O ((3R,3aR,6R,6aR)-6-[[6-chloro-5-[4-(6-pyrazol-1-yl-3-pyridyl)phenyl]-1H-imidazo[4,5-b]pyridin-2-yl]oxy]-2,3,3a,5,6,6a-hexahydrofuro[3,2-b]furan-3-ol). As a reaction SMILES: C(O)=O.OS([O-])(=O)=O.[K+].[Cl:10][C:11]1[CH:12]=[C:13]2[N:36](COCC[Si](C)(C)C)[C:35]([O:45][C@H:46]3[C@H:50]4[O:51][CH2:52][C@@H:53]([OH:54])[C@H:49]4[O:48][CH2:47]3)=[N:34][C:14]2=[N:15][C:16]=1[C:17]1[CH:22]=[CH:21][C:20]([C:23]2[CH:24]=[N:25][C:26]([N:29]3[CH:33]=[CH:32][CH:31]=[N:30]3)=[CH:27][CH:28]=2)=[CH:19][CH:18]=1.[OH-].[Na+]>O.C1COCC1>[Cl:10][C:11]1[CH:12]=[C:13]2[NH:36][C:35]([O:45][C@H:46]3[C@H:50]4[O:51][CH2:52][C@@H:53]([OH:54])[C@H:49]4[O:48][CH2:47]3)=[N:34][C:14]2=[N:15][C:16]=1[C:17]1[CH:18]=[CH:19][C:20]([C:23]2[CH:24]=[N:25][C:26]([N:29]3[CH:33]=[CH:32][CH:31]=[N:30]3)=[CH:27][CH:28]=2)=[CH:21][CH:22]=1 |f:1.2,4.5|. Procedure details: A mixture of formic acid (6 mL, 156 mmol), saturated aqueous KHSO4 (0.66 mL, 2.58 mmol), and (3R,3aR,6R,6aR)-6-[6-chloro-5-[4-(6-pyrazol-1-yl-3-pyridyl)phenyl]-1-(2-trimethylsilylethoxymethyl)imidazo[4,5-b]pyridin-2-yl]oxy-2,3,3a,5,6,6a-hexahydro-furo[3,2-b]furan-3-ol (1.67 g, 2.58 mmol) was stirred at 60° C. overnight, and then cooled to 0° C. in an ice bath. The pH of the reaction mixture was adjusted to pH>11 through the addition of NaOH (6.24 g, 156 mmol) in water (5 mL). THF (10 mL) was add...